From a dataset of the Open Reaction Database (ORD), a public repository of structured organic reaction records. describe an organic reaction: reactants, conditions, products, and yield Reactants: ClS(=O)(=O)O (chlorosulfonic acid), CS(=O)(=O)C1=CC=C(C=C1)Cl (4-methanesulfonylchlorobenzene), ice water. Run at temperature 120 celsius, time 16 hour. Yields the product ClC1=C(C=C(C=C1)S(=O)(=O)C)S(=O)(=O)Cl (2-Chloro-5-Methanesulfonylbenzenesulfonyl Chloride). The yield is 64.0%. RXN SMILES: [Cl:1][S:2]([OH:5])(=O)=[O:3].[CH3:6][S:7]([C:10]1[CH:15]=[CH:14][C:13]([Cl:16])=[CH:12][CH:11]=1)(=[O:9])=[O:8]>>[Cl:16][C:13]1[CH:14]=[CH:15][C:10]([S:7]([CH3:6])(=[O:9])=[O:8])=[CH:11][C:12]=1[S:2]([Cl:1])(=[O:5])=[O:3]. Procedure: To 300 ml (4.53 mol) of chlorosulfonic acid was added 300 g (1.57 mol) of 4-methanesulfonylchlorobenzene at room temperature while stirring. The mixture was heated to 120° C., at which stirring was continued for 16 hours. After cooling, the reaction mixture was poured into ice-water, and the resulting crystals were collected by filtration and air-dried to obtain 293 g (yield: 64%) of HD-39a. The reactants are CN(C)C=O, Clc1nn2ccnc2c2c1CCCC2, [H-], [Na+], CC(C)(CO)CS(N)(=O)=O. Product: CC(C)(COc1nn2ccnc2c2c1CCCC2)CS(N)(=O)=O. Reaction SMILES: [CH3:27][N:28]([CH3:29])[CH:30]=[O:31].[Cl:13][c:14]1[n:15][n:16]2[c:17]([c:18]3[c:23]1[CH2:22][CH2:21][CH2:20][CH2:19]3)[n:24][cH:25][cH:26]2.[H-:1].[Na+:2].[OH:3][CH2:4][C:5]([CH2:6][S:7](=[O:8])(=[O:9])[NH2:10])([CH3:11])[CH3:12]>>[O:3]([CH2:4][C:5]([CH2:6][S:7](=[O:8])(=[O:9])[NH2:10])([CH3:11])[CH3:12])[c:14]1[n:15][n:16]2[c:17]([c:18]3[c:23]1[CH2:22][CH2:21][CH2:20][CH2:19]3)[n:24][cH:25][cH:26]2. Starting materials: FC(C(=O)[O-])(F)F (trifluoroacetate), [Si](C)(C)(C)C#N (TMSCN), PdC, NC1=CC2=C(N=CN2)C=C1 (5-aminobenzimidazole), C1(CCCCC1)C=O (cyclohexanecarbaldehyde), N1(C=NC=C1)C(=O)N1C=NC=C1 (di-(imidazol-1-yl)methanone). Yields the product N1C=NC2=C1C=CC(=C2)N2C(NCC2C2CCCCC2)=O (1-(1H-benzo[d]imidazol-5-yl)-5-cyclohexylimidazolidin-2-one). As a reaction SMILES: FC(F)(F)C([O-])=O.[NH2:8][C:9]1[CH:17]=[CH:16][C:12]2[N:13]=[CH:14][NH:15][C:11]=2[CH:10]=1.[CH:18]1([CH:24]=O)[CH2:23][CH2:22][CH2:21][CH2:20][CH2:19]1.[Si](C#N)(C)(C)C.[N:32]1([C:37](N2C=CN=C2)=[O:38])C=CN=[CH:33]1>>[NH:13]1[C:12]2[CH:16]=[CH:17][C:9]([N:8]3[CH:24]([CH:18]4[CH2:19][CH2:20][CH2:21][CH2:22][CH2:23]4)[CH2:33][NH:32][C:37]3=[O:38])=[CH:10][C:11]=2[N:15]=[CH:14]1. Procedure details: The compound was synthesized as trifluoroacetate salt starting from 5-aminobenzimidazole (0.59 g, 4.4 mmol), cyclohexanecarbaldehyde (0.45 g, 0.485 mL, 4 mmol), TMSCN (0.5 mL, 4 mmol), PdC (10%, 0.05 g). di-(imidazol-1-yl)methanone (0.64 g, 3.92 mmol), as described in method 2. The product was purified via preparative HPLC using a water-acetonitrile gradient with 0.04% trifluoroacetic acid. Isolated yield 167.2%. Solvent: ClCCl (dichloromethane). Procedure: (1-(5-Fluoro-2-methoxy-3-chlorophenyl)ethyl)-2-(methylsulfonyl)-5-(piperazin-1-yl)benzenamine (70 mg, 0.15 mmol) was dissolved in dichloromethane (1.5 mL). The solution was cooled in a bath with dry ice and methanol. Hydrochloric acid (1.0 mL, 2.0 M in ether) was added slowly. The mixture was warmed to room temperature. The precipitate was filtered and washed with diethyl ether gave (1-(5-Fluoro-2-methoxy-3-chlorophenyl)ethyl)-2-(methylsulfonyl)-5-(piperazin-1-yl)benzenamine hydrochloride salt a... Reaction SMILES: [F:1][C:2]1[CH:3]=[C:4]([Cl:29])[C:5]([O:27][CH3:28])=[C:6]([CH:8]([C:10]2[C:11]([S:23]([CH3:26])(=[O:25])=[O:24])=[C:12]([NH2:22])[CH:13]=[C:14]([N:16]3[CH2:21][CH2:20][NH:19][CH2:18][CH2:17]3)[CH:15]=2)[CH3:9])[CH:7]=1.C(=O)=O.CO.Cl>ClCCl>[ClH:29].[F:1][C:2]1[CH:3]=[C:4]([Cl:29])[C:5]([O:27][CH3:28])=[C:6]([CH:8]([C:10]2[C:11]([S:23]([CH3:26])(=[O:25])=[O:24])=[C:12]([NH2:22])[CH:13]=[C:14]([N:16]3[CH2:17][CH2:18][NH:19][CH2:20][CH2:21]3)[CH:15]=2)[CH3:9])[CH:7]=1 |f:5.6|. The product is Cl.FC=1C=C(C(=C(C1)C(C)C=1C(=C(C=C(C1)N1CCNCC1)N)S(=O)(=O)C)OC)Cl ((1-(5-Fluoro-2-methoxy-3-chlorophenyl)ethyl)-2-(methylsulfonyl)-5-(piperazin-1-yl)benzenamine hydrochloride salt). Reactants: Cl (Hydrochloric acid), C(=O)=O (dry ice), CO (methanol), FC=1C=C(C(=C(C1)C(C)C=1C(=C(C=C(C1)N1CCNCC1)N)S(=O)(=O)C)OC)Cl ((1-(5-Fluoro-2-methoxy-3-chlorophenyl)ethyl)-2-(methylsulfonyl)-5-(piperazin-1-yl)benzenamine). Run at temperature 70 celsius, time 6 hour. Reaction SMILES: [C:1]([O:5][C:6]([N:8]1[CH2:13][CH2:12][CH:11]([C:14]([OH:16])=O)[CH2:10][CH2:9]1)=[O:7])([CH3:4])([CH3:3])[CH3:2].C(N1C=CN=C1)(N1C=CN=C1)=O.O/[N:30]=[C:31](\[NH2:39])/[CH2:32][C:33]1[CH:34]=[N:35][CH:36]=[CH:37][CH:38]=1>CN(C=O)C>[N:35]1[CH:36]=[CH:37][CH:38]=[C:33]([CH2:32][C:31]2[N:39]=[C:14]([CH:11]3[CH2:10][CH2:9][N:8]([C:6]([O:5][C:1]([CH3:2])([CH3:3])[CH3:4])=[O:7])[CH2:13][CH2:12]3)[O:16][N:30]=2)[CH:34]=1. Starting materials: C(C)(C)(C)OC(=O)N1CCC(CC1)C(=O)O (1-(Tert-butoxycarbonyl)piperidine-4-carboxylic acid), C(=O)(N1C=NC=C1)N1C=NC=C1 (1,1′-carbonyldiimidazole), O\N=C(\CC=1C=NC=CC1)/N ((1Z)-N′-hydroxy-2-pyridin-3-ylethanimidamide). The product is N1=CC(=CC=C1)CC1=NOC(=N1)C1CCN(CC1)C(=O)OC(C)(C)C (tert-butyl 4-[3-(pyridin-3-ylmethyl)-1,2,4-oxadiazol-5-yl]piperidine-1-carboxylate). Procedure details: 1-(Tert-butoxycarbonyl)piperidine-4-carboxylic acid (2.29 g, 0.010 mmol) was treated with 1,1′-carbonyldiimidazole (1.62 g, 0.010 mmol) in DMF (5 mL) at ambient temperature for 30 min. Following this activation period, the crude (1Z)-N′-hydroxy-2-pyridin-3-ylethanimidamide (0.010 mmol) was added and the reaction mixture heated at 70° C. for 6 h followed by 120° C. for an additional 6 h. The reaction mixture was cooled and partitioned between EtOAc and water. The organic phase was separated, wash... The solvent is CN(C)C=O (DMF).